This data is from the Open Reaction Database (ORD), a public repository of structured organic reaction records. The task is: describe an organic reaction: reactants, conditions, products, and yield Reactants: N(=O)[O-].[Na+] (sodium nitrite), NC=1SC(=NN1)C(SC(C)C)(F)F (2-Amino-5-[difluoro(isopropylthio)methyl]-1,3,4-thiadiazole), Cl (hydrochloric acid). Run in O (water), C(C)(=O)O (acetic acid). Conditions: temperature 65 celsius, time 15 minute. Yields the product ClC=1SC(=NN1)C(SC(C)C)(F)F (2-chloro-5-[difluoro(isopropylthio)methyl]-1,3,4-thiadiazole). Reaction SMILES: N[C:2]1[S:3][C:4]([C:7]([F:13])([F:12])[S:8][CH:9]([CH3:11])[CH3:10])=[N:5][N:6]=1.N([O-])=O.[Na+].[ClH:18]>C(O)(=O)C.O>[Cl:18][C:2]1[S:3][C:4]([C:7]([F:13])([F:12])[S:8][CH:9]([CH3:11])[CH3:10])=[N:5][N:6]=1 |f:1.2|. Procedure details: 2-Amino-5-[difluoro(isopropylthio)methyl]-1,3,4-thiadiazole (190 g) was dissolved in a mixture of acetic acid (880 ml) and concentrated hydrochloric acid (216.5 ml) at 60° C. A solution of sodium nitrite (171.3 g) in water (300 ml) was then added dropwise over 30 minutes at 65°-70° C. The mixture was stirred at 65° C. for 15 minutes and then allowed to cool. It was then poured onto water (3 L) and extracted with ether, the combined extracts being washed with water, dried (MgSO4) and evaporated t... The reactants are O=[SH](=O)N(c1cc(Oc2c(Cl)cc(CO)cc2Cl)ccc1O)N1CCCCC1, BrP(Br)Br. As a reaction SMILES: [Cl:1][c:2]1[cH:3][c:4]([CH2:5][OH:6])[cH:7][c:8]([Cl:28])[c:9]1[O:10][c:11]1[cH:12][c:13]([N:18]([SH:19](=[O:20])=[O:21])[N:22]2[CH2:23][CH2:24][CH2:25][CH2:26][CH2:27]2)[c:14]([OH:17])[cH:15][cH:16]1.[P:29]([Br:30])([Br:31])[Br:32]>>[Cl:1][c:2]1[cH:3][c:4]([CH2:5][Br:30])[cH:7][c:8]([Cl:28])[c:9]1[O:10][c:11]1[cH:12][c:13]([N:18]([SH:19](=[O:20])=[O:21])[N:22]2[CH2:23][CH2:24][CH2:25][CH2:26][CH2:27]2)[c:14]([OH:17])[cH:15][cH:16]1. Product: O=[SH](=O)N(c1cc(Oc2c(Cl)cc(CBr)cc2Cl)ccc1O)N1CCCCC1.